Dataset: the Open Reaction Database (ORD), a public repository of structured organic reaction records. Task: describe an organic reaction: reactants, conditions, products, and yield Starting materials: C=CCCCCOC(=O)c1c(OC)cc(OC)cc1OCCCCC=C, ClCCl. Yields the product COc1cc(OC)c2c(c1)OCCCCC=CCCCCOC2=O. RXN SMILES: [CH2:1]([CH2:2][CH2:3][CH2:4][CH:5]=[CH2:6])[O:7][C:8]([c:9]1[c:10]([O:19][CH2:20][CH2:21][CH2:22][CH2:23][CH:24]=[CH2:25])[cH:11][c:12]([O:17][CH3:18])[cH:13][c:14]1[O:15][CH3:16])=[O:26].[Cl:27][CH2:28][Cl:29]>>[CH2:1]1[CH2:2][CH2:3][CH2:4][CH:25]=[CH:24][CH2:23][CH2:22][CH2:21][CH2:20][O:19][c:10]2[c:9]([c:14]([O:15][CH3:16])[cH:13][c:12]([O:17][CH3:18])[cH:11]2)[C:8](=[O:26])[O:7]1. The reactants are [Al+3], COC(=O)Cc1cc(C2(C)OCCO2)ccc1OCc1ccccc1, CCOCC, [H-], [H-], [H-], [H-], [Li+], O. Yields the product CC1(c2ccc(OCc3ccccc3)c(CCO)c2)OCCO1. Reaction SMILES: [Al+3:27].[CH2:1]([c:2]1[cH:3][cH:4][cH:5][cH:6][cH:7]1)[O:8][c:9]1[c:10]([CH2:21][C:22](=[O:23])[O:24][CH3:25])[cH:11][c:12]([C:15]2([CH3:20])[O:16][CH2:17][CH2:18][O:19]2)[cH:13][cH:14]1.[CH3:33][CH2:34][O:35][CH2:36][CH3:37].[H-:26].[H-:29].[H-:30].[H-:31].[Li+:28].[OH2:32]>>[CH2:1]([c:2]1[cH:3][cH:4][cH:5][cH:6][cH:7]1)[O:8][c:9]1[c:10]([CH2:21][CH2:22][OH:23])[cH:11][c:12]([C:15]2([CH3:20])[O:16][CH2:17][CH2:18][O:19]2)[cH:13][cH:14]1. Reactants: CO, CC(=O)Nc1ccc(N2CCC(N(C)Cc3ccccc3)CC2)cc1, [Na+], [OH-]. The product is CN(Cc1ccccc1)C1CCN(c2ccc(N)cc2)CC1. RXN SMILES: [CH3:28][OH:29].[NH:1]([C:2]([CH3:3])=[O:4])[c:5]1[cH:6][cH:7][c:8]([N:11]2[CH2:12][CH2:13][CH:14]([N:17]([CH3:18])[CH2:19][c:20]3[cH:21][cH:22][cH:23][cH:24][cH:25]3)[CH2:15][CH2:16]2)[cH:9][cH:10]1.[Na+:27].[OH-:26]>>[NH2:1][c:5]1[cH:6][cH:7][c:8]([N:11]2[CH2:12][CH2:13][CH:14]([N:17]([CH3:18])[CH2:19][c:20]3[cH:21][cH:22][cH:23][cH:24][cH:25]3)[CH2:15][CH2:16]2)[cH:9][cH:10]1.